This data is from the Open Reaction Database (ORD), a public repository of structured organic reaction records. The task is: describe an organic reaction: reactants, conditions, products, and yield Yields the product CC=Cc1cc(C(OCc2ccccc2)(C(F)(F)F)C(F)(F)F)ccc1N1CCN(C(=O)CN2C(=O)NC(C)(c3cc4c(cn3)OCCO4)C2=O)CC1. The reactants are CC=Cc1cc(C(OCc2ccccc2)(C(F)(F)F)C(F)(F)F)ccc1N1CCN(C(=O)CBr)CC1, CC1(c2cc3c(cn2)OCCO3)NC(=O)NC1=O. RXN SMILES: [CH2:1]([c:2]1[cH:3][cH:4][cH:5][cH:6][cH:7]1)[O:8][C:9]([C:10]([F:11])([F:12])[F:13])([C:14]([F:15])([F:16])[F:17])[c:18]1[cH:19][c:20]([CH:34]=[CH:35][CH3:36])[c:21]([N:24]2[CH2:25][CH2:26][N:27]([C:30]([CH2:31][Br:32])=[O:33])[CH2:28][CH2:29]2)[cH:22][cH:23]1.[O:37]1[CH2:38][CH2:39][O:40][c:41]2[cH:42][n:43][c:44]([C:47]3([CH3:54])[C:48](=[O:53])[NH:49][C:50](=[O:52])[NH:51]3)[cH:45][c:46]21>>[CH2:1]([c:2]1[cH:3][cH:4][cH:5][cH:6][cH:7]1)[O:8][C:9]([C:10]([F:11])([F:12])[F:13])([C:14]([F:15])([F:16])[F:17])[c:18]1[cH:19][c:20]([CH:34]=[CH:35][CH3:36])[c:21]([N:24]2[CH2:25][CH2:26][N:27]([C:30]([CH2:31][N:49]3[C:48](=[O:53])[C:47]([c:44]4[n:43][cH:42][c:41]5[c:46]([cH:45]4)[O:37][CH2:38][CH2:39][O:40]5)([CH3:54])[NH:51][C:50]3=[O:52])=[O:33])[CH2:28][CH2:29]2)[cH:22][cH:23]1. The reactants are C(#N)[BH3-].[Na+] (sodium cyanoborohydride), [OH-].[Na+] (sodium hydroxide), CNC (Dimethylamine), ClC=1C=CC2=C([C@H](O[C@@H](C(N2CC(C)(C)C=O)=O)CC(=O)OCC)C2=CC=CC3=CC=CC=C23)C1 (ethyl trans-7-chloro-5-(1-naphthyl)-1-(2-formyl-2-methylpropyl)-2-oxo-1,2,3,5-tetrahydro-4,1 -benzoxazepine-3-acetate), 1h. The reagents and catalysts are CC([O-])C.CC([O-])C.CC([O-])C.CC([O-])C.[Ti+4] (titanium tetraisopropoxide). Run in C(C)O (ethanol). Yields the product ClC=1C=CC2=C([C@H](O[C@@H](C(N2CC(CN(C)C)(C)C)=O)CC(=O)OCC)C2=CC=CC3=CC=CC=C23)C1 (Ethyl trans-7-chloro-5-(1-naphthyl)-1-(2,2-dimethyl-3-dimethylamino-propyl)-2-oxo-1,2,3,5-tetrahydro-4,1-benzoxazepine-3-acetate). Yield: 58.8%. RXN SMILES: [CH3:1][NH:2][CH3:3].[Cl:4][C:5]1[CH:6]=[CH:7][C:8]2[N:14]([CH2:15][C:16]([CH:19]=O)([CH3:18])[CH3:17])[C:13](=[O:21])[C@@H:12]([CH2:22][C:23]([O:25][CH2:26][CH3:27])=[O:24])[O:11][C@H:10]([C:28]3[C:37]4[C:32](=[CH:33][CH:34]=[CH:35][CH:36]=4)[CH:31]=[CH:30][CH:29]=3)[C:9]=2[CH:38]=1.C([BH3-])#N.[Na+].[OH-].[Na+]>CC(C)[O-].CC(C)[O-].CC(C)[O-].CC(C)[O-].[Ti+4].C(O)C>[Cl:4][C:5]1[CH:6]=[CH:7][C:8]2[N:14]([CH2:15][C:16]([CH3:17])([CH3:18])[CH2:19][N:2]([CH3:3])[CH3:1])[C:13](=[O:21])[C@@H:12]([CH2:22][C:23]([O:25][CH2:26][CH3:27])=[O:24])[O:11][C@H:10]([C:28]3[C:37]4[C:32](=[CH:33][CH:34]=[CH:35][CH:36]=4)[CH:31]=[CH:30][CH:29]=3)[C:9]=2[CH:38]=1 |f:2.3,4.5,6.7.8.9.10|. Procedure: Dimethylamine (0.18 g, 4.0 mmol) was added to ethyl trans-7-chloro-5-(1-naphthyl)-1-(2-formyl-2-methylpropyl)-2-oxo-1,2,3,5-tetrahydro-4,1 -benzoxazepine-3-acetate (2.0 g, 4.05 mmol) in titanium tetraisopropoxide (3.45 g, 12.15 mmol) at room temperature. Stirring for 1h was followed by addition of sodium cyanoborohydride (0.38 g, 6.0 mmol) and ethanol (20 ml). The mixture was stirred for another 18 hours before 2 N sodium hydroxide was added. The mixture was extracted several times with dichloro... The product is COc1ccc(-c2ccc(C(C)N3CCC(CCCO)(c4ccc(F)cc4)OC3=O)cc2)cn1. Reaction SMILES: [Br:1][c:2]1[cH:3][cH:4][c:5]([CH:8]([CH3:9])[N:10]2[C:11](=[O:27])[O:12][C:13]([CH2:16][CH2:17][CH2:18][OH:19])([c:20]3[cH:21][cH:22][c:23]([F:26])[cH:24][cH:25]3)[CH2:14][CH2:15]2)[cH:6][cH:7]1.[CH3:28][O:29][c:30]1[cH:31][cH:32][c:33]([B:36]([OH:37])[OH:38])[cH:34][n:35]1>>[c:2]1(-[c:33]2[cH:32][cH:31][c:30]([O:29][CH3:28])[n:35][cH:34]2)[cH:3][cH:4][c:5]([CH:8]([CH3:9])[N:10]2[C:11](=[O:27])[O:12][C:13]([CH2:16][CH2:17][CH2:18][OH:19])([c:20]3[cH:21][cH:22][c:23]([F:26])[cH:24][cH:25]3)[CH2:14][CH2:15]2)[cH:6][cH:7]1. Reactants: CC(c1ccc(Br)cc1)N1CCC(CCCO)(c2ccc(F)cc2)OC1=O, COc1ccc(B(O)O)cn1. Reactants: CC(=O)NC1=C(C=CC(=C1)N)C2CC2, C1C(CO1)NC2=CC(=NC3=C(C=NN23)C#N)Cl. The reagents and catalysts are C(=O)([O-])[O-].[Cs+].[Cs+], CC(C)C1=CC(=C(C(=C1)C(C)C)C2=CC=CC=C2P(C(C)(C)C)C(C)(C)C)C(C)C, C1=CC=C(C=C1)/C=C/C(=O)/C=C/C2=CC=CC=C2.C1=CC=C(C=C1)/C=C/C(=O)/C=C/C2=CC=CC=C2.C1=CC=C(C=C1)/C=C/C(=O)/C=C/C2=CC=CC=C2.[Pd].[Pd]. Run in CC(=O)N(C)C. Conditions: temperature 150 celsius. Product: CC(=O)NC1=C(C=CC(=C1)NC2=NC3=C(C=NN3C(=C2)NC4COC4)C#N)C5CC5. Isolated yield 7.0%. Reported procedure: A 10 mL microwave reactor vial was charged with 5-chloro-7-(oxetan-3-ylamino)pyrazolo[1,5-a]pyrimidine-3-carbonitrile (80 mg, 0.32 mmol), N-(5-amino-2-cyclopropylphenyl)acetamide (67.1 mg, 0.35 mmol), Cs2CO3 (313 mg, 0.96 mmol), Pd2(dba)3 (14.67 mg, 0.02 mmol) and 2-Di-t- butylphosphino-2',4',6'-tri-i-propyl-1,1'-biphenyl (13.61 mg, 0.03 mmol). The suspended in DMA (.5 mL), added via syringe. The resulting brown suspension was stirred under nitrogen, then microwave vial capped and heated at 150 ... The reactants are (S)-3-chlorobutyl-1-tosylate, C1(=CC=C(C=C1)S(=O)(=O)Cl)C (p-toluenesulfonyl chloride), Cl[C@H](CCO)C ((S)-3-chlorobutan-1-ol), C(CCCCC)C=1C=NC(=NC1)C1=CC=C(C=C1)O (4-(5-n-hexylpyrimidin-2-yl)phenol), C([O-])([O-])=O.[K+].[K+] (potassium carbonate). Solvent: CC(=O)C (acetone). Conditions: time 24 hour. Yields the product Cl[C@H](CCOC1=CC=C(C=C1)C1=NC=C(C=N1)CCCCCC)C ((S)-2-[p-(3-Chlorobutyloxy)phenyl]-5-n-hexyl-pyrimidine). As a reaction SMILES: C1(C)C=CC(S(Cl)(=O)=O)=CC=1.[Cl:12][C@@H:13]([CH3:17])[CH2:14][CH2:15][OH:16].[CH2:18]([C:24]1[CH:25]=[N:26][C:27]([C:30]2[CH:35]=[CH:34][C:33](O)=[CH:32][CH:31]=2)=[N:28][CH:29]=1)[CH2:19][CH2:20][CH2:21][CH2:22][CH3:23].C(=O)([O-])[O-].[K+].[K+]>CC(C)=O>[Cl:12][C@@H:13]([CH3:17])[CH2:14][CH2:15][O:16][C:33]1[CH:32]=[CH:31][C:30]([C:27]2[N:26]=[CH:25][C:24]([CH2:18][CH2:19][CH2:20][CH2:21][CH2:22][CH3:23])=[CH:29][N:28]=2)=[CH:35][CH:34]=1 |f:3.4.5|. Procedure: 26.3 g of (S)-3-chlorobutyl-1-tosylate, preparable from p-toluenesulfonyl chloride and (S)-3-chlorobutan-1-ol, and 27.2 g of 4-(5-n-hexylpyrimidin-2-yl)phenol are added to a suspension of 40 g of potassium carbonate in 200 ml of acetone. After 24 hours, boiling under reflux, the reaction mixture is filtered, the filtrate is freed from solvent and the residue is twice recrystallized from ethanol. (S)-2-[p-(3-Chlorobutyloxy)phenyl]-5-n-hexyl-pyrimidine is obtained. The reactants are [BH4-], O=C(C=Cc1cccc(Br)c1)c1cnc2sc3c(n12)CCCCC3, CCO, CC(=O)O, [Na+]. The product is O=C(CCc1cccc(Br)c1)c1cnc2sc3c(n12)CCCCC3. As a reaction SMILES: [BH4-:1].[Br:7][c:8]1[cH:9][c:10]([CH:14]=[CH:15][C:16](=[O:17])[c:18]2[cH:19][n:20][c:21]3[s:22][c:23]4[c:24]([n:25]23)[CH2:26][CH2:27][CH2:28][CH2:29][CH2:30]4)[cH:11][cH:12][cH:13]1.[CH3:31][CH2:32][OH:33].[CH3:3][C:4](=[O:5])[OH:6].[Na+:2]>>[Br:7][c:8]1[cH:9][c:10]([CH2:14][CH2:15][C:16](=[O:17])[c:18]2[cH:19][n:20][c:21]3[s:22][c:23]4[c:24]([n:25]23)[CH2:26][CH2:27][CH2:28][CH2:29][CH2:30]4)[cH:11][cH:12][cH:13]1.